From a dataset of the Open Reaction Database (ORD), a public repository of structured organic reaction records. describe an organic reaction: reactants, conditions, products, and yield Reactants: CCOC(=O)C1(S(=O)(=O)c2ccc(OC)cc2)CCN(Cc2ccc(Br)cc2)CC1, C1CCOC1, CO, [Na+], [OH-]. The product is COc1ccc(S(=O)(=O)C2(C(=O)O)CCN(Cc3ccc(Br)cc3)CC2)cc1. RXN SMILES: [CH2:1]([CH3:2])[O:3][C:4](=[O:5])[C:6]1([S:20](=[O:21])(=[O:22])[c:23]2[cH:24][cH:25][c:26]([O:29][CH3:30])[cH:27][cH:28]2)[CH2:7][CH2:8][N:9]([CH2:12][c:13]2[cH:14][cH:15][c:16]([Br:19])[cH:17][cH:18]2)[CH2:10][CH2:11]1.[CH2:31]1[O:32][CH2:33][CH2:34][CH2:35]1.[CH3:36][OH:37].[Na+:39].[OH-:38]>>[O:3]=[C:4]([OH:5])[C:6]1([S:20](=[O:21])(=[O:22])[c:23]2[cH:24][cH:25][c:26]([O:29][CH3:30])[cH:27][cH:28]2)[CH2:7][CH2:8][N:9]([CH2:12][c:13]2[cH:14][cH:15][c:16]([Br:19])[cH:17][cH:18]2)[CH2:10][CH2:11]1. The reactants are C(C)[SiH](CC)CC (triethylsilane), C(=O)(O)[O-].[Na+] (NaHCO3), C(=O)C1=NOC=C1 (3-formylisoxazole), C(#N)C=1C=CC2=C(CN([C@@H](CN2CC2=CN=CO2)CC2=CC=CC=C2)S(=O)(=O)CCN(C)C)C1 ((R)-7-Cyano-4-[[2-(dimethylamino)ethyl]sulfonyl]-2,3,4,5-tetrahydro-1-(5-oxazolylmethyl)-3-(phenylmethyl)-1H-1,4-benzodiazepine), C(=O)(C(F)(F)F)O (TFA). The solvent is C(Cl)Cl (DCM). Reaction conditions: time 1 hour. The product is C(#N)C=1C=CC2=C(CN([C@@H](CN2CC2=CC=NO2)CC2=CC=CC=C2)S(=O)(=O)CCN(C)C)C1 ((R)-7-Cyano-4-[[2-(dimethylamino)ethyl]sulfonyl]-2,3,4,5-tetrahydro-1-(5-isoxazolylmethyl)-3-(phenylmethyl)-1H-1,4-benzodiazepine). Reaction SMILES: C([C:3]1[CH:7]=[CH:6][O:5][N:4]=1)=O.[C:8]([C:10]1[CH:11]=[CH:12][C:13]2[N:19]([CH2:20]C3OC=NC=3)[CH2:18][C@@H:17]([CH2:26][C:27]3[CH:32]=[CH:31][CH:30]=[CH:29][CH:28]=3)[N:16]([S:33]([CH2:36][CH2:37][N:38]([CH3:40])[CH3:39])(=[O:35])=[O:34])[CH2:15][C:14]=2[CH:41]=1)#[N:9].C(O)(C(F)(F)F)=O.C([SiH](CC)CC)C.C([O-])(O)=O.[Na+]>C(Cl)Cl>[C:8]([C:10]1[CH:11]=[CH:12][C:13]2[N:19]([CH2:20][C:6]3[O:5][N:4]=[CH:3][CH:7]=3)[CH2:18][C@@H:17]([CH2:26][C:27]3[CH:32]=[CH:31][CH:30]=[CH:29][CH:28]=3)[N:16]([S:33]([CH2:36][CH2:37][N:38]([CH3:40])[CH3:39])(=[O:34])=[O:35])[CH2:15][C:14]=2[CH:41]=1)#[N:9] |f:4.5|. Procedure details: To a mixture of 3-formylisoxazole (19.4 mg, 0.2 mmol) and Compound B of Example 25 (39.9 mg, 0.1 mmol) in DCM (0.5 mL) at rt was added TFA (45 mg, 0.4 mmol), followed by triethylsilane (35 mg, 0.3 mmol). The resulting mixture was stirred at rt for 1 hour, neutrallized with NaHCO3 solution and extracted with DCM (2×5 mL). The combined extract was dried over Na2SO4 and concentrated. The residue was purified by flash column chromatography (SiO2; ethyl acetate: methanol ammonia/100:10:0.1) to afford... Starting materials: Clc1ncc(Br)cn1, CC(=O)O, CO, CC(C)[N-]C(C)C, Clc1cccs1, N#CC1=C(C#N)C(=O)C(Cl)=C(Cl)C1=O, [Li+], C1CCOC1. The product is Clc1ncc(Br)c(-c2ccc(Cl)s2)n1. RXN SMILES: [Br:15][c:16]1[cH:17][n:18][c:19]([Cl:22])[n:20][cH:21]1.[C:42]([OH:43])(=[O:44])[CH3:45].[CH3:46][OH:47].[CH:7]([N-:8][CH:9]([CH3:10])[CH3:11])([CH3:12])[CH3:13].[Cl:1][c:2]1[s:3][cH:4][cH:5][cH:6]1.[Cl:23][C:24]1=[C:35]([Cl:36])[C:33](=[O:34])[C:30]([C:31]#[N:32])=[C:27]([C:28]#[N:29])[C:25]1=[O:26].[Li+:14].[O:37]1[CH2:38][CH2:39][CH2:40][CH2:41]1>>[Cl:1][c:2]1[s:3][c:4](-[c:17]2[c:16]([Br:15])[cH:21][n:20][c:19]([Cl:22])[n:18]2)[cH:5][cH:6]1. The reactants are BrC1=CC2=C(C=C1)C1(C(N(C3=CC=CC=C13)C(C1=CC=CC=C1)C1=CC=CC=C1)=O)CO2 (6-bromo-1′-(diphenylmethyl)spiro[1-benzofuran-3,3′-indol]-2′(1′H)-one), C1(=CC=CC=C1)C(N1C(C2(C3=CC=CC=C13)COC1=C2C=C(C(=C1)OC)C)=O)C1=CC=CC=C1 (1′-(diphenylmethyl)-6-methoxy-5-methylspiro[1-benzofuran-3,3′-indol]-2′(1′H)-one). Product: BrC1=CC2=C(C=C1)C1(C(NC3=CC=CC=C13)=O)CO2 (6-bromospiro[1-benzofuran-3,3′-indol]-2′(1′H)-one). Reaction SMILES: [Br:1][C:2]1[CH:7]=[CH:6][C:5]2[C:8]3([CH2:31][O:32][C:4]=2[CH:3]=1)[C:16]1[C:11](=[CH:12][CH:13]=[CH:14][CH:15]=1)[N:10](C(C1C=CC=CC=1)C1C=CC=CC=1)[C:9]3=[O:30].C1(C(C2C=CC=CC=2)N2C3C(=CC=CC=3)C3(C4C=C(C)C(OC)=CC=4OC3)C2=O)C=CC=CC=1>>[Br:1][C:2]1[CH:7]=[CH:6][C:5]2[C:8]3([CH2:31][O:32][C:4]=2[CH:3]=1)[C:16]1[C:11](=[CH:12][CH:13]=[CH:14][CH:15]=1)[NH:10][C:9]3=[O:30]. Procedure details: Following the procedure as described in EXAMPLE 3 and making non-critical variations using 6-bromo-1′-(diphenylmethyl)spiro[1-benzofuran-3,3′-indol]-2′(1′H)-one to replace 1′-(diphenylmethyl)-6-methoxy-5-methylspiro[1-benzofuran-3,3′-indol]-2′(1′H)-one, 6-bromospiro[1-benzofuran-3,3′-indol]-2′(1′H)-one was obtained (89%) as a colorless solid: MS (ES+) m/z 316.1 (M+1), 318.1 (M+1). The reactants are CC(C)C=1N=C(SC1)CO (4-(1-methylethyl)thiazole methanol), II (iodine), C1(=CC=CC=C1)P(C1=CC=CC=C1)C1=CC=CC=C1 (triphenylphosphine), N1C=NC=C1 (imidazole). Run in C1(=CC=CC=C1)C (toluene). Reaction conditions: temperature 10 celsius, time 2 hour. Product: ICC=1SC=C(N1)C(C)C (2-iodomethyl-4-(1-methylethyl)thiazole). Yield: 117.7%. RXN SMILES: [CH3:1][CH:2]([C:4]1[N:5]=[C:6]([CH2:9]O)[S:7][CH:8]=1)[CH3:3].C1(P(C2C=CC=CC=2)C2C=CC=CC=2)C=CC=CC=1.N1C=CN=C1.[I:35]I>C1(C)C=CC=CC=1>[I:35][CH2:9][C:6]1[S:7][CH:8]=[C:4]([CH:2]([CH3:3])[CH3:1])[N:5]=1. Procedure: A mixture composed of 2.5 g of 4-(1-methylethyl)thiazole methanol, 6.3 g of triphenylphosphine, 2.2 g of imidazole and 100 ml of toluene was warmed until all of the solids dissolved. This solution was cooled to 10° C. and 6.1 g of iodine was added. After 2 hr, the mixture was washed with an excess of sodium thiosulfate solution. The aqueous layer was back extracted with ethyl ether and the combined organic layers were washed with brine and then dried (MgSO4). Removal of the solvents in vacuo yie... Reactants: CC(C)(C)OC(=O)N1CCOc2ccc(C=O)cc21, O=C1CSC(=O)N1. The product is CC(C)(C)OC(=O)N1CCOc2ccc(C=C3SC(=O)NC3=O)cc21. As a reaction SMILES: [C:1]([CH3:2])([CH3:3])([CH3:4])[O:5][C:6](=[O:7])[N:8]1[CH2:9][CH2:10][O:11][c:12]2[c:13]1[cH:14][c:15]([CH:18]=[O:19])[cH:16][cH:17]2.[O:20]=[C:21]1[CH2:22][S:23][C:24](=[O:25])[NH:26]1>>[C:1]([CH3:2])([CH3:3])([CH3:4])[O:5][C:6](=[O:7])[N:8]1[CH2:9][CH2:10][O:11][c:12]2[c:13]1[cH:14][c:15]([CH:18]=[C:22]1[C:21](=[O:20])[NH:26][C:24](=[O:25])[S:23]1)[cH:16][cH:17]2. Reactants: Cl (hydrochloric acid), [N+](=O)([O-])C=1C=C(C=CC1)S(=O)(=O)NC=1C=C2C(=NNC2=CC1)C1=CC=CC=C1 (3-nitro-N-(3-phenyl-1H-indazol-5-yl)benzenesulfonamide). Reagents/catalysts: [Fe] (iron). Solvent: C(C)O (ethanol), O (water), O (water). Run at temperature 20 celsius. Yields the product NC=1C=C(C=CC1)S(=O)(=O)NC=1C=C2C(=NNC2=CC1)C1=CC=CC=C1 (3-amino-N-(3-phenyl-1H-indazol-5-yl)benzenesulfonamide). The yield is 46.4%. Reaction SMILES: Cl.[N+:2]([C:5]1[CH:6]=[C:7]([S:11]([NH:14][C:15]2[CH:16]=[C:17]3[C:21](=[CH:22][CH:23]=2)[NH:20][N:19]=[C:18]3[C:24]2[CH:29]=[CH:28][CH:27]=[CH:26][CH:25]=2)(=[O:13])=[O:12])[CH:8]=[CH:9][CH:10]=1)([O-])=O>C(O)C.O.[Fe]>[NH2:2][C:5]1[CH:6]=[C:7]([S:11]([NH:14][C:15]2[CH:16]=[C:17]3[C:21](=[CH:22][CH:23]=2)[NH:20][N:19]=[C:18]3[C:24]2[CH:25]=[CH:26][CH:27]=[CH:28][CH:29]=2)(=[O:13])=[O:12])[CH:8]=[CH:9][CH:10]=1. Procedure: 3-Amino-N-(3-phenyl-1H-indazol-5-yl)benzenesulfonamide can be obtained in the following way: 0.06 ml of an aqueous hydrochloric acid solution is added to a solution of 0.28 g of 3-nitro-N-(3-phenyl-1H-indazol-5-yl)benzenesulfonamide in 15 ml of absolute ethanol and 0.3 ml of water. The reaction mixture is refluxed, then 0.12 g of powdered iron is added in small portions. The reaction mixture is refluxed for 2 hours and is then cooled to a temperature in the region of 20° C. 30 ml of water are ad...